From a dataset of the Open Reaction Database (ORD), a public repository of structured organic reaction records. describe an organic reaction: reactants, conditions, products, and yield Reactants: FC1=CC=C(C=N1)C1CC(N(C1)C)=O (4-(6-fluoropyridin-3-yl)-1-methylpyrrolidin-2-one), [OH-].[NH4+] (ammonium hydroxide), product. Yields the product NC1=CC=C(C=N1)C1CC(N(C1)C)=O (4-(6-aminopyridin-3-yl)-1-methylpyrrolidin-2-one). Reaction conditions: temperature 140 celsius. Procedure details: To 4-(6-fluoropyridin-3-yl)-1-methylpyrrolidin-2-one(100 mg, 0.515 mmol) was added ammonium hydroxide (2 mL, 15.41 mmol). The reaction mixture was heated in heating block at 140° C. for 48h. LC-MS shows 80% product. Reaction mixture was evaporated. Azeotrope with Toluene (x=3) and proceed for next step. LCMS (m/z): 192.2 (MH+), 0.256 min. Reaction SMILES: F[C:2]1[N:7]=[CH:6][C:5]([CH:8]2[CH2:12][N:11]([CH3:13])[C:10](=[O:14])[CH2:9]2)=[CH:4][CH:3]=1.[OH-].[NH4+:16]>>[NH2:16][C:2]1[N:7]=[CH:6][C:5]([CH:8]2[CH2:12][N:11]([CH3:13])[C:10](=[O:14])[CH2:9]2)=[CH:4][CH:3]=1 |f:1.2|. The reactants are Title compound 11B, NC=1C=C(C=CC1)N1N=CC=2C1=NC=NC2N (1-(3-amino-phenyl)-1H-pyrazolo[3,4-d]pyrimidin-4-ylamine), CN1C(=NC=C1)C(=O)O (1-methyl-1H-imidazole-2-carboxylic acid), Cl.CN(CCCN=C=NCC)C (1-(3-dimethylaminopropyl)-3-ethylcarbodiimide hydrochloride), ON1N=NC2=C1C=CC=C2 (1-hydroxybenzotriazole). Run in CN(C)C=O (DMF), CO (methanol). Conditions: time 10 minute. Yields the product NC1=C2C(=NC=N1)N(N=C2)C=2C=C(C=CC2)NC(=O)C=2N(C=CN2)C (1-Methyl-1H-imidazole-2-carboxylicacid[3-(4-amino-pyrazolo[3,4-d]pyrimidin-1-yl)-phenyl]-amide). Isolated yield 8.3%. Reaction SMILES: [NH2:1][C:2]1[CH:3]=[C:4]([N:8]2[C:12]3=[N:13][CH:14]=[N:15][C:16]([NH2:17])=[C:11]3[CH:10]=[N:9]2)[CH:5]=[CH:6][CH:7]=1.[CH3:18][N:19]1[CH:23]=[CH:22][N:21]=[C:20]1[C:24](O)=[O:25].Cl.CN(C)CCCN=C=NCC.ON1C2C=CC=CC=2N=N1>CN(C=O)C.CO>[NH2:17][C:16]1[N:15]=[CH:14][N:13]=[C:12]2[N:8]([C:4]3[CH:3]=[C:2]([NH:1][C:24]([C:20]4[N:19]([CH3:18])[CH:23]=[CH:22][N:21]=4)=[O:25])[CH:7]=[CH:6][CH:5]=3)[N:9]=[CH:10][C:11]=12 |f:2.3|. Procedure details: Title compound 11B, 1-(3-amino-phenyl)-1H-pyrazolo[3,4-d]pyrimidin-4-ylamine (30 mg, 1.1 eq, 0.13 mmol) was added to a solution 1-methyl-1H-imidazole-2-carboxylic acid (15 mg, 1.0 eq, 0.12 mmol), 1-(3-dimethylaminopropyl)-3-ethylcarbodiimide hydrochloride (20 mg, 1.1 eq, 0.13 mmol), 1-hydroxybenzotriazole (16 mg, 1.0 eq, 0.12 mmol) in DMF (1 ml) which had been stirred for 10 minutes under an inert atmosphere. The reaction was stirred at room temperature for 18 hours, after which methanol (1 ml) ... The reactants are C1(=CC=CC=C1)C1OC2=CC=C(C=C2C(C1)O)O (2-phenylchroman-4,6-diol), OC=1C=C2C(CC(OC2=CC1)C1=C(C=CC=C1)OC)=O (6-hydroxy-2-(2-methoxyphenyl)-chroman-4-one). Product: COC1=C(C=CC=C1)C1OC2=CC=C(C=C2C(C1)O)O (2-(2-Methoxyphenyl)chroman-4,6-diol). Reaction SMILES: C1(C2CC(O)C3C(=CC=C(O)C=3)O2)C=CC=CC=1.[OH:19][C:20]1[CH:21]=[C:22]2[C:27](=[CH:28][CH:29]=1)[O:26][CH:25]([C:30]1[CH:35]=[CH:34][CH:33]=[CH:32][C:31]=1[O:36][CH3:37])[CH2:24][C:23]2=[O:38]>>[CH3:37][O:36][C:31]1[CH:32]=[CH:33][CH:34]=[CH:35][C:30]=1[CH:25]1[CH2:24][CH:23]([OH:38])[C:22]2[C:27](=[CH:28][CH:29]=[C:20]([OH:19])[CH:21]=2)[O:26]1. Procedure details: 2-(2-Methoxyphenyl)chroman-4,6-diol was prepared as described for 2-phenylchroman-4,6-diol in Example 8(a) starting from 6-hydroxy-2-(2-methoxyphenyl)-chroman-4-one. 1H NMR (300 MHz, d6-DMSO) δ: 8.79 (s, 1H), 7.45 (dd, 1H, J 7.6, 1.6 Hz), 7.31 (dt, 1H, J 8.5, 7.3, 1.6 Hz), 7.04 (d, 1H, J 8.5 Hz), 6.99 (d, 1H, J 7.3 Hz), 6.88 (d, 1H, J 2.7 Hz), 6.59 (d, 1H, J 8.7 Hz), 6.54 (dd, 1H, J 8.7, 2.7 Hz), 5.38 (s, 1H), 5.34 (d, 1H, J 11.4 Hz), 4.80-4.88 (m, 1H), 3.81 (s, 3H), 2.24-2.28 (m, 1H), 1.74-1.86... Starting materials: FC=1C=C(C=CC1F)C(C(=O)O)=CC1=CC=C(C=C1)SC (2-(3,4-difluorophenyl)-3-[4-(methylthio)phenyl]acrylic acid), P(Cl)(Cl)(Cl)(Cl)Cl (phosphorus pentachloride). The solvent is ClCCl (dichloromethane). Reaction conditions: time 1 hour. Yields the product FC=1C=C(C=CC1F)C(C(=O)Cl)=CC1=CC=C(C=C1)SC (2-(3,4-difluorophenyl)-3-[4-(methylthio)phenyl]acryloyl chloride). The yield is 102.2%. RXN SMILES: [F:1][C:2]1[CH:3]=[C:4]([C:9](=[CH:13][C:14]2[CH:19]=[CH:18][C:17]([S:20][CH3:21])=[CH:16][CH:15]=2)[C:10](O)=[O:11])[CH:5]=[CH:6][C:7]=1[F:8].P(Cl)(Cl)(Cl)(Cl)[Cl:23]>ClCCl>[F:1][C:2]1[CH:3]=[C:4]([C:9](=[CH:13][C:14]2[CH:19]=[CH:18][C:17]([S:20][CH3:21])=[CH:16][CH:15]=2)[C:10]([Cl:23])=[O:11])[CH:5]=[CH:6][C:7]=1[F:8]. Procedure details: A mixture of 2-(3,4-difluorophenyl)-3-[4-(methylthio)phenyl]acrylic acid (12 g) and phosphorus pentachloride (9.0 g) in dichloromethane (120 ml) was stirred for 1 hour. The solvent was evaporated to give a solid of 2-(3,4-difluorophenyl)-3-[4-(methylthio)phenyl]acryloyl chloride (13 g). Reactants: C(C=C)(=O)N(C1=CC=C(C=C1)[N+](=O)[O-])C(C)C (N-acryloyl-N-isopropyl-4-nitro-aniline), Cl.CNC (dimethylamine hydrochloride). The product is CN(CCC(=O)N(C1=CC=C(C=C1)[N+](=O)[O-])C(C)C)C (N-[(2-dimethylamino-ethyl)-carbonyl]-N-isopropyl-4-nitro-aniline). As a reaction SMILES: [C:1]([N:5]([CH:15]([CH3:17])[CH3:16])[C:6]1[CH:11]=[CH:10][C:9]([N+:12]([O-:14])=[O:13])=[CH:8][CH:7]=1)(=[O:4])[CH:2]=[CH2:3].Cl.[CH3:19][NH:20][CH3:21]>>[CH3:19][N:20]([CH3:21])[CH2:3][CH2:2][C:1]([N:5]([CH:15]([CH3:17])[CH3:16])[C:6]1[CH:11]=[CH:10][C:9]([N+:12]([O-:14])=[O:13])=[CH:8][CH:7]=1)=[O:4] |f:1.2|. Procedure: Prepared from N-acryloyl-N-isopropyl-4-nitro-aniline and dimethylamine hydrochloride Starting materials: CN(/C=C/C(=O)C1=NN(C=CC1=O)C1=CC(=CC=C1)OC(F)(F)F)C (3-((E)-3-dimethylamino-acryloyl)-1-(3-trifluoromethoxy-phenyl)-1H-pyridazin-4-one), FC1=C(C=CC(=C1)F)NN ((2,4-difluoro-phenyl)-hydrazine). Product: FC1=C(C=CC(=C1)F)N1N=CC=C1C1=NN(C=CC1=O)C1=CC(=CC=C1)OC(F)(F)F (3-[2-(2,4-Difluoro-phenyl)-2H-pyrazol-3-yl]-1-(3-trifluoromethoxy-phenyl)-1H-pyridazin-4-one). As a reaction SMILES: C[N:2](C)/[CH:3]=[CH:4]/[C:5]([C:7]1[C:12](=[O:13])[CH:11]=[CH:10][N:9]([C:14]2[CH:19]=[CH:18][CH:17]=[C:16]([O:20][C:21]([F:24])([F:23])[F:22])[CH:15]=2)[N:8]=1)=O.[F:26][C:27]1[CH:32]=[C:31]([F:33])[CH:30]=[CH:29][C:28]=1[NH:34]N>>[F:26][C:27]1[CH:32]=[C:31]([F:33])[CH:30]=[CH:29][C:28]=1[N:34]1[C:5]([C:7]2[C:12](=[O:13])[CH:11]=[CH:10][N:9]([C:14]3[CH:19]=[CH:18][CH:17]=[C:16]([O:20][C:21]([F:24])([F:23])[F:22])[CH:15]=3)[N:8]=2)=[CH:4][CH:3]=[N:2]1. Procedure details: Reaction of 3-((E)-3-dimethylamino-acryloyl)-1-(3-trifluoromethoxy-phenyl)-1H-pyridazin-4-one (A-6) and (2,4-difluoro-phenyl)-hydrazine according to example 43 gave the desired product. MS: M=435.1 (M+H)+ The reactants are C(C)(C)(C)OC(C(C)(C)SC=1SC=C(N1)CCN)=O (2-{[4-(2-aminoethyl)-1,3-thiazol-2-yl]thio}-2-methylpropionic acid tert-butyl ester), FC(C(=O)O)(F)F (trifluoroacetic acid), ClC1=C(C#N)C=CC(=C1)F (2-chloro-4-fluorobenzonitrile). Solvent: ClCCl (dichloromethane). Run at time 12 hour. Yields the product ClC=1C=C(C=CC1C#N)N(CCC=1N=C(SC1)SC(C(=O)O)(C)C)CCCCCCC (2-[(4-{2-[(3-chloro-4-cyanophenyl)(heptyl)amino]ethyl}-1,3-thiazol-2-yl)thio]-2-methylpropionic acid). As a reaction SMILES: C([O:5][C:6](=[O:19])[C:7]([S:10][C:11]1[S:12][CH:13]=[C:14]([CH2:16][CH2:17][NH2:18])[N:15]=1)([CH3:9])[CH3:8])(C)(C)C.[Cl:20][C:21]1[CH:28]=[C:27](F)[CH:26]=[CH:25][C:22]=1[C:23]#[N:24].F[C:31](F)(F)[C:32](O)=O>ClCCl>[Cl:20][C:21]1[CH:28]=[C:27]([N:18]([CH2:23][CH2:22][CH2:21][CH2:28][CH2:27][CH2:31][CH3:32])[CH2:17][CH2:16][C:14]2[N:15]=[C:11]([S:10][C:7]([CH3:8])([CH3:9])[C:6]([OH:5])=[O:19])[S:12][CH:13]=2)[CH:26]=[CH:25][C:22]=1[C:23]#[N:24]. Procedure: The compound obtained using 2-{[4-(2-aminoethyl)-1,3-thiazol-2-yl]thio}-2-methylpropionic acid tert-butyl ester synthesized in Example 7 and 2-chloro-4-fluorobenzonitrile as starting materials and by operations similar to those of Example 265-1 and Example 265-2 was treated with dichloromethane and trifluoroacetic acid, and the mixture was stirred at room temperature for 12 hr. The reaction solution was concentrated under reduced pressure, and the residue was purified by silica gel chromatograph... The reactants are C(C)(C)(C)OC(C(C)(SC=1SC=C(N1)CCCN1C(C=2C(C1=O)=CC=CC2)=O)C)=O (2-methyl-2-{[4-(3-phthalimidopropyl)-1,3-thiazol-2-yl]thio}propionic acid tert-butyl ester), O.NN (hydrazine monohydrate). Run in C(C)O (ethanol). Product: C(C)(C)(C)OC(C(C)(C)SC=1SC=C(N1)CCCN)=O (2-{[4-(3-aminopropyl)-1,3-thiazol-2-yl]thio}-2-methylpropionic acid tert-butyl ester). The yield is 91.2%. Reaction SMILES: [C:1]([O:5][C:6](=[O:30])[C:7]([CH3:29])([S:9][C:10]1[S:11][CH:12]=[C:13]([CH2:15][CH2:16][CH2:17][N:18]2C(=O)C3=CC=CC=C3C2=O)[N:14]=1)[CH3:8])([CH3:4])([CH3:3])[CH3:2].O.NN>C(O)C>[C:1]([O:5][C:6](=[O:30])[C:7]([S:9][C:10]1[S:11][CH:12]=[C:13]([CH2:15][CH2:16][CH2:17][NH2:18])[N:14]=1)([CH3:29])[CH3:8])([CH3:3])([CH3:2])[CH3:4] |f:1.2|. Reported procedure: 2-Methyl-2-{[4-(3-phthalimidopropyl)-1,3-thiazol-2-yl]thio}propionic acid tert-butyl ester (31.1 g) obtained in Example 32 was dissolved in ethanol (400 mL), hydrazine monohydrate (10 mL) was added, and the mixture was refluxed for 2 hr. The precipitated solid was removed by filtration, and the filtrate was concentrated under reduced pressure. Water and dichloromethane were added to the residue, and the organic layer was washed with water, and dried over magnesium sulfate. The solvent was concen... The reactants are C1CCOC1, COc1cccc2c(C(=O)O)cn(CC3CCCCC3)c12, O=C(Cl)C(=O)Cl. Product: COc1cccc2c(C(=O)Cl)cn(CC3CCCCC3)c12. As a reaction SMILES: [CH2:28]1[O:29][CH2:30][CH2:31][CH2:32]1.[CH:1]1([CH2:7][n:8]2[cH:9][c:10]([C:19](=[O:20])[OH:21])[c:11]3[cH:12][cH:13][cH:14][c:15]([O:17][CH3:18])[c:16]23)[CH2:2][CH2:3][CH2:4][CH2:5][CH2:6]1.[Cl:22][C:23]([C:24]([Cl:25])=[O:26])=[O:27]>>[CH:1]1([CH2:7][n:8]2[cH:9][c:10]([C:19](=[O:21])[Cl:22])[c:11]3[cH:12][cH:13][cH:14][c:15]([O:17][CH3:18])[c:16]23)[CH2:2][CH2:3][CH2:4][CH2:5][CH2:6]1. Reactants: [OH-].[K+] (Potassium hydroxide), OC12C(CC1CN1CCCCC1)C=CC=C2 (3-hydroxy-1-(1-piperidinylmethyl)benzocyclobutene). The reagents and catalysts are [Cl-].C(CCC)[N+](CCCC)(CCCC)CCCC (tetrabutylammonium chloride). Run in BrCCCBr (1,3-dibromopropane), CCOCC (ether). Reaction conditions: time 2 day. Product: NCCCOC12C(CC1CN1CCCCC1)C=CC=C2 (3- (3-AMINOPROPOXY)-1-(PIPERIDINYLMETHYL)BENZOCYCLOBUTENE). RXN SMILES: [OH-].[K+].[OH:3][C:4]12[CH:18]=[CH:17][CH:16]=[CH:15][CH:5]1[CH2:6][CH:7]2[CH2:8][N:9]1[CH2:14][CH2:13][CH2:12][CH2:11][CH2:10]1>[Cl-].C([N+](CCCC)(CCCC)CCCC)CCC.BrCCCBr.CCOCC>[NH2:9][CH2:8][CH2:7][CH2:6][O:3][C:4]12[CH:18]=[CH:17][CH:16]=[CH:15][CH:5]1[CH2:6][CH:7]2[CH2:8][N:9]1[CH2:10][CH2:11][CH2:12][CH2:13][CH2:14]1 |f:0.1,3.4|. Procedure: Potassium hydroxide (1.5 g, 10%) is added over a period of 1 hour 15 min to a stirred suspension of 3-hydroxy-1-(1-piperidinylmethyl)benzocyclobutene (1.0 g), and tetrabutylammonium chloride (0.13 g) in 1,3-dibromopropane (4.6 ml) and the resulting mixture stirred at RT under nitrogen for two days. The reaction mixture is partitioned between ice-water and ether and the aqueous layer separated and extracted with ether. The combined organic extract is washed with water, ice cold 5% aqueous HCl the...